From a dataset of the Open Reaction Database (ORD), a public repository of structured organic reaction records. describe an organic reaction: reactants, conditions, products, and yield Starting materials: C12C(C3CC(CC(C1)C3)C2)C(=O)O (adamantane-2-carboxylic acid), CO (methanol), C[Si](C)(C)C=[N+]=[N-] ((trimethylsilyl)diazomethane). Solvent: C(C)(=O)OCC (ethyl acetate). Run at time 14 hour. Yields the product C12C(C3CC(CC(C1)C3)C2)C(=O)OC (methyl tricyclo[3.3.1.13,7]decane-2-carboxylate). RXN SMILES: [CH:1]12[CH2:10][CH:5]3[CH2:6][CH:7]([CH2:9][CH:3]([CH2:4]3)[CH:2]1[C:11]([OH:13])=[O:12])[CH2:8]2.CO.[CH3:16][Si](C=[N+]=[N-])(C)C>C(OCC)(=O)C>[CH:3]12[CH2:9][CH:7]3[CH2:6][CH:5]([CH2:10][CH:1]([CH2:8]3)[CH:2]1[C:11]([O:13][CH3:16])=[O:12])[CH2:4]2. Procedure details: To a solution of adamantane-2-carboxylic acid 1 (0.486 g, 2.70 mmol) in ethyl acetate (10 mL)/methanol (5 mL) was dropwise added (trimethylsilyl)diazomethane (1.348 ml, 2.70 mmol) and the mixture was stirred at room temperature for 14 hours. The reaction mixture was concentrated and purified by flash chromotography (silica 40 g, 0%-30% ethyl acetate/hexanes). Starting materials: C(C)N(S(=O)(=O)C=1C=2C=CN=CC2C=CC1)CCO (N-ethyl-N-(2-hydroxyethyl)-5-isoquinolinesulfonamide), N1=CC=CC=C1 (pyridine), C1(=CC=C(C=C1)S(=O)(=O)Cl)C (p-toluenesulfonyl chloride). Run in ClCCl (dichloromethane). Run at temperature 80 celsius. The product is C(C)N(S(=O)(=O)C=1C=2C=CN=CC2C=CC1)CCOS(=O)(=O)C1=CC=C(C=C1)C (N-ethyl-N-(2-p-toluenesulfonyloxyethyl)-5-isoquinolinesulfonamide). The yield is 44.3%. Reaction SMILES: [CH2:1]([N:3]([CH2:17][CH2:18][OH:19])[S:4]([C:7]1[C:8]2[CH:9]=[CH:10][N:11]=[CH:12][C:13]=2[CH:14]=[CH:15][CH:16]=1)(=[O:6])=[O:5])[CH3:2].N1C=CC=CC=1.[C:26]1([CH3:36])[CH:31]=[CH:30][C:29]([S:32](Cl)(=[O:34])=[O:33])=[CH:28][CH:27]=1>ClCCl>[CH2:1]([N:3]([CH2:17][CH2:18][O:19][S:32]([C:29]1[CH:30]=[CH:31][C:26]([CH3:36])=[CH:27][CH:28]=1)(=[O:34])=[O:33])[S:4]([C:7]1[C:8]2[CH:9]=[CH:10][N:11]=[CH:12][C:13]=2[CH:14]=[CH:15][CH:16]=1)(=[O:5])=[O:6])[CH3:2]. Procedure: To 5.77 g of N-ethyl-N-(2-hydroxyethyl)-5-isoquinolinesulfonamide were added 100 ml of pyridine and 4.0 g of p-toluenesulfonyl chloride. The mixture thus obtained was heated at 80° C. for 48 hours, and then the pyridine was removed under reduced pressure to obtain a residue. To the residue was added 100 ml of dichloromethane, and the resultant mixture was washed thrice with a hydrochloric acid solution having a pH of 5 and dried with anhydrous magnesium sulfate. Then, the dichloromethane was rem...